From a dataset of the Open Reaction Database (ORD), a public repository of structured organic reaction records. describe an organic reaction: reactants, conditions, products, and yield Yields the product COCCC(C1=CC(=CC=C1)[N+](=O)[O-])N (3-Methoxy-1-(3-nitrophenyl)-propylamine). Conditions: time 2 hour. As a reaction SMILES: [CH3:1][O:2][CH2:3][CH2:4][CH:5]([NH:15]C(=O)OC(C)(C)C)[C:6]1[CH:11]=[CH:10][CH:9]=[C:8]([N+:12]([O-:14])=[O:13])[CH:7]=1.Cl>CO>[CH3:1][O:2][CH2:3][CH2:4][CH:5]([NH2:15])[C:6]1[CH:11]=[CH:10][CH:9]=[C:8]([N+:12]([O-:14])=[O:13])[CH:7]=1. Procedure: To a solution of tert-butyl [3-methoxy-1-(3-nitrophenyl)propyl]carbamate (1.5 g; 4.83 mmol; 1.00 eq.) in MeOH (2 mL) was added hydrogen chloride (12.08 ml; 4.00 M; 48.33 mmol; 10.00 eq.). The mixture was stirred for 2 h. After removal of the solvent, the residue was diluted with EtOAc, washed with K2CO3 solution, dried and concentrated. The crude product (1.0 g) was used as such for the next reaction without purification. LCMS [211 (M+1)]. Reactants: COCCC(C1=CC(=CC=C1)[N+](=O)[O-])NC(OC(C)(C)C)=O (tert-butyl [3-methoxy-1-(3-nitrophenyl)propyl]carbamate), Cl (hydrogen chloride). Run in CO (MeOH). The reactants are BrC=1C(CCC1)CC(=O)N(C)C (2-(2-Bromo-cyclopent-2-enyl)-N,N-dimethyl-acetamide), C(C)[BH-](CC)CC.[Li+] (lithium triethylborohydride). The solvent is C1CCOC1 (THF). Product: BrC=1C(CCC1)CCO (2-(2-bromo-cyclopent-2-enyl)-ethanol). The yield is 58.0%. Reaction SMILES: [Br:1][C:2]1[CH:3]([CH2:7][C:8](N(C)C)=[O:9])[CH2:4][CH2:5][CH:6]=1.C([BH-](CC)CC)C.[Li+]>C1COCC1>[Br:1][C:2]1[CH:3]([CH2:7][CH2:8][OH:9])[CH2:4][CH2:5][CH:6]=1 |f:1.2|. Procedure details: 2-(2-Bromo-cyclopent-2-enyl)-N,N-dimethyl-acetamide (Intermediate FOUR1) (1.93 g, 8.3 mmol) in THF (50 mL) was reacted with lithium triethylborohydride (19 mL, 1 M in THF) at 0° C. for 1 h. The mixture was treated with an aqueous work-up and the resultant alcohol was purified by column chromatography to give 0.92 g of 2-(2-bromo-cyclopent-2-enyl)-ethanol Intermediate FIVE1.